From a dataset of the Open Reaction Database (ORD), a public repository of structured organic reaction records. describe an organic reaction: reactants, conditions, products, and yield The reactants are ClC1=CC=NC2=C(C=CC=C12)[N+](=O)[O-] (4-chloro-8-nitroquinoline). The reagents and catalysts are [Pd] (Pd). Solvent: CCOC(=O)C (EtOAc). Reaction conditions: time 4 hour. Product: N1=CC=CC2=CC=CC(=C12)N (Quinolin-8-amine). Isolated yield 48.8%. RXN SMILES: Cl[C:2]1[C:11]2[C:6](=[C:7]([N+:12]([O-])=O)[CH:8]=[CH:9][CH:10]=2)[N:5]=[CH:4][CH:3]=1>CCOC(C)=O.[Pd]>[N:5]1[C:6]2[C:11](=[CH:10][CH:9]=[CH:8][C:7]=2[NH2:12])[CH:2]=[CH:3][CH:4]=1. Reported procedure: To a solution of 4-chloro-8-nitroquinoline (Intermediate-11, step-2, 150 mg, 0.71 mmol) in EtOAc (3 mL) was added 10% Pd on C (75 mg) and the suspension was hydrogenated in a Parr apparatus for 4 h at 20 psi. Then the reaction mixture was filtered through celite and the filtrate was concentrated. The residue was purified by column chromatography using 10% EtOAc in CHCl3 to afford 50 mg of the title product. 1H NMR (300 MHz, DMSO d6): δ 8.71 (d, 1H), 8.17 (d, J=8.4 Hz, 1H), 7.47-7.43 (m, 1H), 7.2... Starting materials: S(=O)([O-])[O-].[Na+].[Na+] (sodium sulfite), C(C)(=O)OCCCCCl (4-chlorobutyl acetate), Cl (HCl). Solvent: O (water). Yields the product ClCCCCS(=O)(=O)Cl (4-Chlorobutanesulfonyl chloride). RXN SMILES: [S:1]([O-:4])([O-])=[O:2].[Na+].[Na+].C(O[CH2:11][CH2:12][CH2:13][CH2:14][Cl:15])(=O)C.[ClH:16]>O>[Cl:15][CH2:14][CH2:13][CH2:12][CH2:11][S:1]([Cl:16])(=[O:4])=[O:2] |f:0.1.2|. Reported procedure: Add anhydrous sodium sulfite (16.8 g, 130 mmol) to a solution of 4-chlorobutyl acetate (20.0 g, 133 mmol) in water (50 mL) and reflux the mixture for 20 h. Cool to room temperature and add concentrated HCl (19.0 mL) and reflux for 1 h. Cool the mixture to room temperature, neutralize to about pH=7. Concentrate to about one half the volume, filter away the sodium chloride. Concentrate and dry to give the title compound.